Dataset: the Open Reaction Database (ORD), a public repository of structured organic reaction records. Task: describe an organic reaction: reactants, conditions, products, and yield Reactants: ClCC1=NN=C(S1)N=C=O (5-Chloromethyl-1,3,4-thiadiazol-2-yl isocyanate), dimethyl acetal, ClCNC(C=O)COC (2-chloromethylamino-3-methoxypropionaldehyde). Run in C1=CC=CC=C1 (benzene), C1=CC=CC=C1 (benzene). Product: dimethyl acetal, ClCN(C(=O)NC=1SC(=NN1)CCl)C(C=O)COC (2-[1-chloromethyl-3-(5-chloromethyl-1,3,4-thiadiazol-2-yl)ureido]-3-methoxypropionaldehyde). Reaction SMILES: [Cl:1][CH2:2][C:3]1[S:7][C:6]([N:8]=[C:9]=[O:10])=[N:5][N:4]=1.[Cl:11][CH2:12][NH:13][CH:14]([CH2:17][O:18][CH3:19])[CH:15]=[O:16]>C1C=CC=CC=1>[Cl:11][CH2:12][N:13]([CH:14]([CH2:17][O:18][CH3:19])[CH:15]=[O:16])[C:9]([NH:8][C:6]1[S:7][C:3]([CH2:2][Cl:1])=[N:4][N:5]=1)=[O:10]. Procedure details: 5-Chloromethyl-1,3,4-thiadiazol-2-yl isocyanate dimer (0.05 mole), the dimethyl acetal of 2-chloromethylamino-3-methoxypropionaldehyde (0.1 mole) and benzene (60 ml) are charged into a glass reaction vessel equipped with a mechanical stirrer, thermometer and reflux condenser. The reaction mixture is heated at reflux for a period of about 30 minutes. After this time the mixture is stripped of benzene under reduced pressure to yield a solid product as the residue. This residue is then recrystalliz... Reactants: S1C(=CC=C1)CCO (2-thiopheneethanol), C=O (paraformaldehyde), [In+3] (indium(III)). Run in C(C)#N (acetonitrile). Yields the product S1C=CC=2COCCC21 (6,7-dihydro-4H-thieno[3,2-c]pyrane). Isolated yield 43.0%. As a reaction SMILES: [S:1]1[CH:5]=[CH:4][CH:3]=[C:2]1[CH2:6][CH2:7][OH:8].[CH2:9]=O.[In+3]>C(#N)C>[S:1]1[C:2]2[CH2:6][CH2:7][O:8][CH2:9][C:3]=2[CH:4]=[CH:5]1. Procedure details: 10.0 g of 2-thiopheneethanol, 2.8 g of paraformaldehyde, and 2.2 g of indium(III) triplate were added to 780 mL of acetonitrile, and the resulting mixture was refluxed for 12 hours. The reaction product solution was cooled to room temperature and concentrated by evaporation under reduced pressure. The residue was distilled under reduced pressure to obtain 4.7 g (yield of 43%) of the title compound, of which analysis data were the same as obtained in Example 14.